Dataset: the Open Reaction Database (ORD), a public repository of structured organic reaction records. Task: describe an organic reaction: reactants, conditions, products, and yield The reactants are O=C1C(=C(C2=C(O1)C1=CC=CC=C1C2)N2CCCCC2)C#N (2-oxo-4-(piperidin-1-yl)-2,5-dihydroindeno[1,2-b]pyran-3-carbonitrile), indanone-2, [H-].[Na+] (NaH). Solvent: C1CCOC1 (THF). Product: N1(CCCCC1)C1=C(C2=C(C=3C=4C=CC=CC4CC13)C=1C=CC=CC1C2)C#N (7-Piperidin-1-yl-5,8-dihydro-indeno[2,1-c]fluorene-6-carbonitrile). Reaction SMILES: O=[C:2]1O[C:6]2[C:8]3[C:13]([CH2:14][C:5]=2[C:4]([N:15]2[CH2:20][CH2:19][CH2:18][CH2:17][CH2:16]2)=[C:3]1[C:21]#[N:22])=[CH:12][CH:11]=[CH:10][CH:9]=3.[H-].[Na+]>C1COCC1>[N:15]1([C:4]2[C:5]3[CH2:14][C:13]4[CH:12]=[CH:11][CH:10]=[CH:9][C:8]=4[C:6]=3[C:6]3[C:8]4[CH:9]=[CH:10][CH:11]=[CH:12][C:13]=4[CH2:14][C:2]=3[C:3]=2[C:21]#[N:22])[CH2:20][CH2:19][CH2:18][CH2:17][CH2:16]1 |f:1.2|. Procedure: A mixture of 2-oxo-4-(piperidin-1-yl)-2,5-dihydroindeno[1,2-b]pyran-3-carbonitrile (292 mg), indanone-2 (132 mg) and NaH. (40 mg) in THF was stirred for <5 min. After completion, the reaction solvent was evaporated under vacuum to dryness and crude solid was quenched with ice water and subsequently neutralized with dil. HCl, finally purified by column chromatography using ethylacetate-hexane as eluent. White solid; mp 200-202° C.; IR (KBr) 2215 cm−1 (CN); MS (ESI) 363 (M++1) HRMS Calculated for ... Reactants: CN1CCCC1=O, CCOC(C)=O, [Cl-], COC(=O)c1cc(Cl)nc(Cl)c1, CC(C)(C)OC(=O)NC1CCNCC1, [Na+], O. The product is COC(=O)c1cc(Cl)nc(N2CCC(NC(=O)OC(C)(C)C)CC2)c1. Reaction SMILES: [CH3:30][N:31]1[CH2:32][CH2:33][CH2:34][C:35]1=[O:36].[CH3:37][CH2:38][O:39][C:40]([CH3:41])=[O:42].[Cl-:28].[Cl:15][c:16]1[cH:17][c:18]([C:19](=[O:20])[O:21][CH3:22])[cH:23][c:24]([Cl:26])[n:25]1.[NH:1]1[CH2:2][CH2:3][CH:4]([NH:7][C:8]([O:9][C:10]([CH3:11])([CH3:12])[CH3:13])=[O:14])[CH2:5][CH2:6]1.[Na+:29].[OH2:27]>>[N:1]1([c:24]2[cH:23][c:18]([C:19](=[O:20])[O:21][CH3:22])[cH:17][c:16]([Cl:15])[n:25]2)[CH2:2][CH2:3][CH:4]([NH:7][C:8]([O:9][C:10]([CH3:11])([CH3:12])[CH3:13])=[O:14])[CH2:5][CH2:6]1. Reactants: C(=O)([O-])[O-].[Cs+].[Cs+] (Cs2CO3), [Na+].[I-] (NaI), FC(C1=CC=C2C(=CC=NC2=C1)S)(F)F (7-Trifluoromethyl-4-quinoline-thiol), ClCCOCCCl (2-chloroethyl ether). The reagents and catalysts are CCCC[N+](CCCC)(CCCC)CCCC.[Br-] (TBABr). The solvent is O (water), O (H2O). Conditions: temperature 90 celsius, time 1 hour. The product is ClCCOCCSC1=CC=NC2=CC(=CC=C12)C(F)(F)F (4-[2-(2-Chloro-ethoxy)-ethylsulfanyl]-7-trifluoromethyl-quinoline). Isolated yield 65.0%. As a reaction SMILES: [F:1][C:2]([F:15])([F:14])[C:3]1[CH:12]=[C:11]2[C:6]([C:7]([SH:13])=[CH:8][CH:9]=[N:10]2)=[CH:5][CH:4]=1.[Cl:16][CH2:17][CH2:18][O:19][CH2:20][CH2:21]Cl.C([O-])([O-])=O.[Cs+].[Cs+].[Na+].[I-]>CCCC[N+](CCCC)(CCCC)CCCC.[Br-].O>[Cl:16][CH2:17][CH2:18][O:19][CH2:20][CH2:21][S:13][C:7]1[C:6]2[C:11](=[CH:12][C:3]([C:2]([F:1])([F:14])[F:15])=[CH:4][CH:5]=2)[N:10]=[CH:9][CH:8]=1 |f:2.3.4,5.6,7.8|. Procedure: 7-Trifluoromethyl-4-quinoline-thiol (2 g, 8.7 mmol) and 2-chloroethyl ether (6.2 g, 43.7 mmol) were charged in a 50 ml round-bottomed flask equipped with a magnetic stirrer. Then Cs2CO3 (2.8 g, 8.7 mmol), NaI (1.3 g, 8.7 mmol), TBABr (1.1 g, 3.5 mmol) and water (15 mL) were added and the reaction mixture was stirred for 1 h at 90° C. The reaction mixture was poured in 100 mL of H2O, extracted with CH2Cl2 (2×100 mL). The organic layer was washed with brine (2×20 mL), dried over MgSO4, filtered an... The reactants are B.CSC (borane dimethylsulfide), ClCCCC1=CC(=NC=C1)C#N (4-(3-chloropropyl)-2-cyanopyridine), CSC (dimethylsulfide). Solvent: O1CCCC1 (tetrahydrofuran), O1CCCC1 (tetrahydrofuran). Product: NCC1=NC=CC(=C1)CCCCl (2-aminomethyl-4-(3-chloropropyl)pyridine). Reaction SMILES: B.CSC.[Cl:5][CH2:6][CH2:7][CH2:8][C:9]1[CH:14]=[CH:13][N:12]=[C:11]([C:15]#[N:16])[CH:10]=1.CSC>O1CCCC1>[NH2:16][CH2:15][C:11]1[CH:10]=[C:9]([CH2:8][CH2:7][CH2:6][Cl:5])[CH:14]=[CH:13][N:12]=1 |f:0.1|. Procedure details: A solution of borane-dimethylsulfide (0.83 ml, 7.7 mmol) in 7 ml of tetrahydrofuran is added slowly to a refluxing solution of 4-(3-chloropropyl)-2-cyanopyridine (1.24 g, 6.9 mmol) in 7 ml of tetrahydrofuran while dimethylsulfide simultaneously distills off. The mixture is refluxed for 15 minutes after the addition is complete, cooled to 30° and 6 ml of 6N hydrochloric acid is added. After hydrogen evolution ceases, the mixture is refluxed for 30 minutes, cooled to 0° and saturated with solid so... Reactants: Cl (hydrochloric acid), C(C)(C)(C)OC(=O)N[C@@H](C(=O)OCC)CCC(C1=CC(=C(C(=C1)F)F)F)=O (ethyl (R)-2-tert-butoxycarbonylamino-5-oxo-5-(3,4,5-trifluorophenyl)pentanoate). As a reaction SMILES: Cl.C(OC([NH:9][C@H:10]([CH2:16][CH2:17][C:18](=O)[C:19]1[CH:24]=[C:23]([F:25])[C:22]([F:26])=[C:21]([F:27])[CH:20]=1)[C:11]([O:13][CH2:14][CH3:15])=[O:12])=O)(C)(C)C>C(OCC)(=O)C>[F:27][C:21]1[CH:20]=[C:19]([C@H:18]2[NH:9][C@@H:10]([C:11]([O:13][CH2:14][CH3:15])=[O:12])[CH2:16][CH2:17]2)[CH:24]=[C:23]([F:25])[C:22]=1[F:26]. Run in C(C)(=O)OCC (ethyl acetate), C(C)(=O)OCC (ethyl acetate). Reported procedure: To a solution of (R)-5-oxopyrrolidine-1,2-dicarboxylic acid 1-tert-butyl ester 2-ethyl ester (CAS No. 128811-48-3; 4.1 g) in THF (100 mL), 3,4,5-trifluorophenylmagnesium bromide (0.35 M solution in diethyl ether; 55 mL) was added dropwise at −40° C. over 20 minutes, and the reaction solution was stirred at −40° C. for five hours. Saturated aqueous ammonium chloride and ethyl acetate were added to the solution. The reaction solution was heated to room temperature, and the organic layer was separa... Reaction conditions: time 16 hour. Product: FC=1C=C(C=C(C1F)F)[C@@H]1CC[C@@H](N1)C(=O)OCC (ethyl (2R,5S)-5-(3,4,5-trifluorophenyl)pyrrolidine-2-carboxylate).